From a dataset of the Open Reaction Database (ORD), a public repository of structured organic reaction records. describe an organic reaction: reactants, conditions, products, and yield Reactants: crude product, C[S-].[Na+] (sodium thiomethoxide), CC1(OCC(O1)C(CNC(OCC1=CC=CC=C1)=O)CO)C (benzyl (RS)-2-((RS)-2,2-dimethyl-1,3-dioxolan-4-yl)-3-hydroxypropylcarbamate), C(C)(C)N(CC)C(C)C (diisopropylethylamine), CS(=O)(=O)Cl (methanesulfonyl chloride). Solvent: CCOC(=O)C (EtOAc), CN(C)C=O (DMF), C1(=CC=CC=C1)C (toluene), ClCCl (dichloromethane). Reaction conditions: time 1 hour. Product: CC1(OCC(O1)C(CNC(OCC1=CC=CC=C1)=O)CSC)C (benzyl (SR)-2-((RS)-2,2-dimethyl-1,3-dioxolan-4-yl)-3-(methylthio)propylcarbamate). Isolated yield 83.1%. RXN SMILES: [CH3:1][C:2]1([CH3:22])[O:6][CH:5]([CH:7]([CH2:20]O)[CH2:8][NH:9][C:10](=[O:19])[O:11][CH2:12][C:13]2[CH:18]=[CH:17][CH:16]=[CH:15][CH:14]=2)[CH2:4][O:3]1.C(N(C(C)C)CC)(C)C.[CH3:32][S:33](Cl)(=O)=O.C[S-].[Na+]>ClCCl.CN(C=O)C.CCOC(C)=O.C1(C)C=CC=CC=1>[CH3:1][C:2]1([CH3:22])[O:6][CH:5]([CH:7]([CH2:20][S:33][CH3:32])[CH2:8][NH:9][C:10](=[O:19])[O:11][CH2:12][C:13]2[CH:18]=[CH:17][CH:16]=[CH:15][CH:14]=2)[CH2:4][O:3]1 |f:3.4|. Procedure details: To a solution of benzyl (RS)-2-((RS)-2,2-dimethyl-1,3-dioxolan-4-yl)-3-hydroxypropylcarbamate (0.843 g, 2.73 mmol) in dry dichloromethane (30 mL) was added diisopropylethylamine (1.351 ml, 8.18 mmol) and then methanesulfonyl chloride (0.274 ml, 3.54 mmol) and the resulting solution was stirred at RT. After 15 mins it was washed with water, dil HCl, and sat aq NaHCO3 and then processed normally. A solution of the crude product in DMF (15 mL) was treated with sodium thiomethoxide (0.573 g, 8.18 mm... Reactants: [N+](=O)([O-])C1=CC=2C3=CC=CC=C3C(NC2C=C1)=O (2-nitro-6(5H)-phenanthridinone), [Cl-].[NH4+] (ammonium chloride). The reagents and catalysts are [Fe] (iron). Run in CN(C)C=O (DMF). Run at temperature 100 celsius, time 1 hour. The product is hydrochloride salt, NC1=CC=2C3=CC=CC=C3C(NC2C=C1)=O (2-amino-6(5H)-phenanthridinone). Isolated yield 0.1%. As a reaction SMILES: [N+:1]([C:4]1[CH:17]=[CH:16][C:15]2[NH:14][C:13](=[O:18])[C:12]3[C:7](=[CH:8][CH:9]=[CH:10][CH:11]=3)[C:6]=2[CH:5]=1)([O-])=O.[Cl-].[NH4+]>CN(C=O)C.[Fe]>[NH2:1][C:4]1[CH:17]=[CH:16][C:15]2[NH:14][C:13](=[O:18])[C:12]3[C:7](=[CH:8][CH:9]=[CH:10][CH:11]=3)[C:6]=2[CH:5]=1 |f:1.2|. Procedure details: To a suspension of 2-nitro-6(5H)-phenanthridinone (3.8 g, 0.0 16 mol) in DMF (200 mL) was added an ammonium chloride solution (3%, 200 mL), followed by the addition of iron powder (22 g). The reaction mixture was stirred at 100° C. for 1 hr. The residue was removed by filtration, and the filtrate was made acidic by adding dilute HCl (25%, 20 mL). A solid separated from the solution and was filtered and washed thoroughly with cold water to remove acidic impurities. The solid was then dried under ... The reactants are Cl, Cc1cc2ccccc2n1-c1cccc(C2OCCO2)c1, C1CCOC1, O. Product: Cc1cc2ccccc2n1-c1cccc(C=O)c1. As a reaction SMILES: [ClH:22].[O:1]1[CH:2]([c:6]2[cH:7][c:8](-[n:12]3[c:13]([CH3:21])[cH:14][c:15]4[cH:16][cH:17][cH:18][cH:19][c:20]34)[cH:9][cH:10][cH:11]2)[O:5][CH2:4][CH2:3]1.[O:24]1[CH2:25][CH2:26][CH2:27][CH2:28]1.[OH2:23]>>[O:1]=[CH:2][c:6]1[cH:7][c:8](-[n:12]2[c:13]([CH3:21])[cH:14][c:15]3[cH:16][cH:17][cH:18][cH:19][c:20]23)[cH:9][cH:10][cH:11]1. The reactants are COC=1C=CC2=C(NC(C=N2)=O)N1 (6-methoxypyrido[2,3-b]pyrazin-3(4H)-one), ICC[C@H]1OC(OC1)(C)C ((4R)-4-(2-iodoethyl)-2,2-dimethyl-1,3-dioxolane), O (water), C([O-])([O-])=O.[Cs+].[Cs+] (Cesium carbonate). The solvent is CN(C=O)C (N,N-dimethylformamide). Run at temperature 50 celsius, time 13 hour. The product is CC1(OC[C@H](O1)CCN1C2=C(N=CC1=O)C=CC(=N2)OC)C (4-{2-[(4R)-2,2-Dimethyl-1,3-dioxolan-4-yl]ethyl}-6-methoxypyrido[2,3-b]pyrazin-3(4H)-one). The yield is 100.1%. Reaction SMILES: [CH3:1][O:2][C:3]1[CH:4]=[CH:5][C:6]2[N:11]=[CH:10][C:9](=[O:12])[NH:8][C:7]=2[N:13]=1.I[CH2:15][CH2:16][C@@H:17]1[CH2:21][O:20][C:19]([CH3:23])([CH3:22])[O:18]1.C(=O)([O-])[O-].[Cs+].[Cs+].O>CN(C)C=O>[CH3:22][C:19]1([CH3:23])[O:18][C@H:17]([CH2:16][CH2:15][N:8]2[C:9](=[O:12])[CH:10]=[N:11][C:6]3[CH:5]=[CH:4][C:3]([O:2][CH3:1])=[N:13][C:7]2=3)[CH2:21][O:20]1 |f:2.3.4|. Reported procedure: In N,N-dimethylformamide (40 ml) were dissolved 6-methoxypyrido[2,3-b]pyrazin-3(4H)-one (1.48 g, 8.34 mmol) and (4R)-4-(2-iodoethyl)-2,2-dimethyl-1,3-dioxolane (3.20 g, 12.51 mmol). Cesium carbonate (3.81 g, 11.68 mmol) was added to the solution and the mixture was stirred at 50° C. for 13 hours. After cooling in the air, water was added to the reaction solution and the mixture was extracted with ethyl acetate. The extract was washed with saturated sodium chloride solution, dried over anhydrous ...